This data is from the Open Reaction Database (ORD), a public repository of structured organic reaction records. The task is: describe an organic reaction: reactants, conditions, products, and yield Reactants: ClC1=C(C=C(C=C1OC)C1=NC=CC(=C1)CN1CCC(CC1)NC)OC (1-[[2-(4-chloro-3,5-dimethoxyphenyl)pyridin-4-yl]methyl]-4-methylamino-piperidine), ClC1=C(C=C(C=C1OC)C1=NC=CC(=C1)CCl)OC (2-(4-chloro-3,5-dimethoxyphenyl)-4-chloromethylpyridine), tetrahydrochloride. Product: Cl.Cl.Cl.Cl.ClC1=C(C=C(C=C1OC)C1=NC=CC(=C1)CN1CCC(CC1)N(C)CC1=CC(=NC=C1)C1=CC(=C(C(=C1)OC)Cl)OC)OC (1-[[2-(4-Chloro-3,5-dimethoxyphenyl)pyridin-4-yl]methyl]-4-[N-[[2-(4-chloro-3,5-dimethoxyphenyl)pyridin-4-yl]methyl]-N-methylamino]piperidine Tetrahydrochloride). RXN SMILES: [Cl:1][C:2]1[C:7]([O:8][CH3:9])=[CH:6][C:5]([C:10]2[CH:15]=[C:14]([CH2:16][N:17]3[CH2:22][CH2:21][CH:20]([NH:23][CH3:24])[CH2:19][CH2:18]3)[CH:13]=[CH:12][N:11]=2)=[CH:4][C:3]=1[O:25][CH3:26].[Cl:27][C:28]1[C:33]([O:34][CH3:35])=[CH:32][C:31]([C:36]2[CH:41]=[C:40]([CH2:42]Cl)[CH:39]=[CH:38][N:37]=2)=[CH:30][C:29]=1[O:44][CH3:45]>>[ClH:1].[ClH:27].[ClH:1].[ClH:1].[Cl:1][C:2]1[C:7]([O:8][CH3:9])=[CH:6][C:5]([C:10]2[CH:15]=[C:14]([CH2:16][N:17]3[CH2:18][CH2:19][CH:20]([N:23]([CH2:42][C:40]4[CH:39]=[CH:38][N:37]=[C:36]([C:31]5[CH:32]=[C:33]([O:34][CH3:35])[C:28]([Cl:27])=[C:29]([O:44][CH3:45])[CH:30]=5)[CH:41]=4)[CH3:24])[CH2:21][CH2:22]3)[CH:13]=[CH:12][N:11]=2)=[CH:4][C:3]=1[O:25][CH3:26] |f:2.3.4.5.6|. Reported procedure: 1-[[2-(4-chloro-3,5-dimethoxyphenyl)pyridin-4-yl]methyl]-4-methylamino-piperidine (195 mg) and 2-(4-chloro-3,5-dimethoxyphenyl)-4-chloromethylpyridine (152 mg) were condensed in the same manner as described in Example 2. A free base obtained was converted to a tetrahydrochloride giving yellow powder. Reactants: BrC1=C(C(=O)O)C=CC=C1 (2-bromobenzoic acid), CCN=C=NCCCN(C)C (EDCI), C=1C=CC2=C(C1)N=NN2O (HOBt), CN1CCOCC1 (N-methyl morpholine), NCC(=O)N[C@@H](CC(C)C)B1O[C@@]2([C@H](O1)C[C@H]1C([C@@H]2C1)(C)C)C (2-amino-N-{(1R)-3-methyl-1-[(3aS,4S,6S,7aR)-3a,5,5-trimethylhexahydro-4,6-methano-1,3,2-benzodioxaborol-2-yl]butyl}acetamide). Run in C(Cl)Cl (DCM). Run at time 2 hour. Yields the product C(C1=CC=CC=C1)(=O)N (benzamide). The yield is 292.9%. Reaction SMILES: Br[C:2]1[CH:10]=[CH:9][CH:8]=[CH:7][C:3]=1[C:4](O)=[O:5].CC[N:13]=C=NCCCN(C)C.C1C=CC2N(O)N=NC=2C=1.CN1CCOCC1.NCC(N[C@H](B1O[C@@H]2C[C@@H]3C[C@H]([C@]2(C)O1)C3(C)C)CC(C)C)=O>C(Cl)Cl>[C:4]([NH2:13])(=[O:5])[C:3]1[CH:7]=[CH:8][CH:9]=[CH:10][CH:2]=1. Procedure: To a solution of 2-bromobenzoic acid (0.124 g, 0.62 mmol) in DCM (2.25 mL) were added EDCI (0.119 g, 0.62 mmol), HOBt (0.084 g, 0.62 mmol), N-methyl morpholine (0.185 mL, 1.68 mmol) and 2-amino-N-{(1R)-3-methyl-1-[(3aS,4S,6S,7aR)-3a,5,5-trimethylhexahydro-4,6-methano-1,3,2-benzodioxaborol-2-yl]butyl}acetamide (0.2 g, 0.56 mmol). The reaction mixture was allowed to stir for 2 h and was concentrated. The residue was diluted with water and extracted with EtOAc. The organic solutions were combined, ... Starting materials: N(=[N+]=[N-])C1=CC=C(C(=O)O)C=C1 (4-azidobenzoic acid), CCN=C=NCCCN(C)C (WSC), FC(CN)(F)F (2,2,2-trifluoroethanamine), C=1C=CC2=C(C1)N=NN2O (HOBt). Run in C(C)#N.CN(C)C=O (acetonitrile DMF), C(C)N(CC)CC (triethylamine). Conditions: time 8 hour. Product: N(=[N+]=[N-])C1=CC=C(C(=O)NCC(F)(F)F)C=C1 (4-azido-N-(2,2,2-trifluoroethyl)benzamide). The yield is 100.0%. As a reaction SMILES: [N:1]([C:4]1[CH:12]=[CH:11][C:7]([C:8]([OH:10])=O)=[CH:6][CH:5]=1)=[N+:2]=[N-:3].[F:13][C:14]([F:18])([F:17])[CH2:15][NH2:16].C1C=CC2N(O)N=NC=2C=1.CCN=C=NCCCN(C)C>C(#N)C.CN(C=O)C.C(N(CC)CC)C>[N:1]([C:4]1[CH:5]=[CH:6][C:7]([C:8]([NH:16][CH2:15][C:14]([F:18])([F:17])[F:13])=[O:10])=[CH:11][CH:12]=1)=[N+:2]=[N-:3] |f:4.5|. Procedure details: To a solution of 4-azidobenzoic acid (0.65 g) in acetonitrile-DMF (2:1, 15 ml) were successively added 2,2,2-trifluoroethanamine (0.38 ml), triethylamine (0.67 ml), HOBt (0.79 g) and WSC (0.92 g), and the reaction mixture was stirred overnight at room temperature. The solvent was evaporated under reduced pressure, and the residue was dissolved in ethyl acetate and washed with saturated aqueous sodium hydrogen carbonate solution. The organic layer was dried over anhydrous sodium sulfate, and the ... Starting materials: [I-].[K+] (potassium iodide), OCCCCCCCCCCCCNC(=O)C=1C=NC(=CC1)N1CCN(CC1)CC (N-(12-hydroxydodecyl)-6-(4-ethyl-1-piperazinyl)pyridine-3-carboxamide), C(O)([O-])=O.[Na+] (sodium hydrogen carbonate), S(=S)(=O)([O-])[O-].[Na+].[Na+] (sodium thiosulfate). Solvent: P(O)(O)(O)=O (phosphoric acid), O (water). Conditions: temperature 110 celsius, time 3 hour. Product: ICCCCCCCCCCCCNC(=O)C=1C=NC(=CC1)N1CCN(CC1)CC (N-(12-Iodododecyl)-6-(4-ethyl-1-piperazinyl)pyridine-3-carboxamide). The yield is 87.1%. Reaction SMILES: [I-:1].[K+].O[CH2:4][CH2:5][CH2:6][CH2:7][CH2:8][CH2:9][CH2:10][CH2:11][CH2:12][CH2:13][CH2:14][CH2:15][NH:16][C:17]([C:19]1[CH:20]=[N:21][C:22]([N:25]2[CH2:30][CH2:29][N:28]([CH2:31][CH3:32])[CH2:27][CH2:26]2)=[CH:23][CH:24]=1)=[O:18].C(=O)([O-])O.[Na+].S([O-])([O-])(=O)=S.[Na+].[Na+]>P(=O)(O)(O)O.O>[I:1][CH2:4][CH2:5][CH2:6][CH2:7][CH2:8][CH2:9][CH2:10][CH2:11][CH2:12][CH2:13][CH2:14][CH2:15][NH:16][C:17]([C:19]1[CH:20]=[N:21][C:22]([N:25]2[CH2:30][CH2:29][N:28]([CH2:31][CH3:32])[CH2:27][CH2:26]2)=[CH:23][CH:24]=1)=[O:18] |f:0.1,3.4,5.6.7|. Procedure: To a solution of 0.26 g of potassium iodide in 2 ml of phosphoric acid was added 0.10 g of N-(12-hydroxydodecyl)-6-(4-ethyl-1-piperazinyl)pyridine-3-carboxamide and the mixture was stirred at 110° C. for 3 hours. The reaction solution was diluted with water, and a saturated aqueous solution of sodium hydrogen carbonate and an aqueous solution of sodium thiosulfate were added. The mixture was extracted with chloroform. The organic layer was washed with water and then dried over anhydrous sodium s... Starting materials: FC=1C=CC2=C(NC(C=3C(N2)=CSC3)=S)C1 (7-fluoro-4,9-dihydro-10H-thieno[3,4-b][1,5]benzodiazepin-10-thione), [OH-].[K+] (potassium hydroxide), S(=O)(=O)(OC)[O-] (methyl sulfate). Yields the product FC=1C=CC2=C(N=C(C=3C(N2)=CSC3)SC)C1 (7-fluoro-10-(Methylthio)-4H-thieno[3,4-b][1,5]benzodiazepine). As a reaction SMILES: [F:1][C:2]1[CH:3]=[CH:4][C:5]2[NH:11][C:10]3=[CH:12][S:13][CH:14]=[C:9]3[C:8](=[S:15])[NH:7][C:6]=2[CH:16]=1.[OH-].[K+].S([O-])(O[CH3:23])(=O)=O>>[F:1][C:2]1[CH:3]=[CH:4][C:5]2[NH:11][C:10]3=[CH:12][S:13][CH:14]=[C:9]3[C:8]([S:15][CH3:23])=[N:7][C:6]=2[CH:16]=1 |f:1.2|. Reported procedure: In a similar manner 7-fluoro-4,9-dihydro-10H-thieno[3,4-b][1,5]benzodiazepin-10-thione is reacted with potassium hydroxide and methyl sulfate to give 7-fluoro-10-(Methylthio)-4H-thieno[3,4-b][1,5]benzodiazepine.